Task: describe an organic reaction: reactants, conditions, products, and yield. Dataset: the Open Reaction Database (ORD), a public repository of structured organic reaction records The reactants are OC(CC1=CC(=C(C#N)C=C1)OC)C (4-(2-hydroxypropyl)-2-methoxybenzonitrile), CC(=O)OI1(C=2C=CC=CC2C(=O)O1)(OC(=O)C)OC(=O)C (Dess-Martin periodinane). The solvent is C(Cl)Cl (CH2Cl2). Conditions: time 12 hour. Product: COC1=C(C#N)C=CC(=C1)CC(C)=O (2-methoxy-4-(2-oxopropyl)benzonitrile). As a reaction SMILES: [OH:1][CH:2]([CH3:14])[CH2:3][C:4]1[CH:11]=[CH:10][C:7]([C:8]#[N:9])=[C:6]([O:12][CH3:13])[CH:5]=1.CC(OI1(OC(C)=O)(OC(C)=O)OC(=O)C2C=CC=CC1=2)=O>C(Cl)Cl>[CH3:13][O:12][C:6]1[CH:5]=[C:4]([CH2:3][C:2](=[O:1])[CH3:14])[CH:11]=[CH:10][C:7]=1[C:8]#[N:9]. Procedure details: To a stirred solution of 4-(2-hydroxypropyl)-2-methoxybenzonitrile (1.5 g, 7.6 mmol) in dry CH2Cl2 (30 mL) at 0° C. was added Dess-Martin periodinane (4.2 g, 9.9 mmol) in one portion. The mixture was stirred for 12 h at rt and quenched with a 1:1 mixture of saturated Na2S2O3 (20 mL) and saturated NaHCO3 (20 mL). The resulting mixture was diluted with CH2Cl2 (50 mL) and the layers were separated. The aqueous phase was extracted with CH2Cl2 (2×50 mL). The combined organic phases were washed with b... Yields the product COC(CCn1cc(-c2ccncc2F)c(=O)[nH]c1=O)OC. Reaction SMILES: [Br:23][CH2:24][CH2:25][CH:26]([O:27][CH3:28])[O:29][CH3:30].[CH3:31][CH2:32][O:33][C:34](=[O:35])[CH3:36].[ClH:1].[F:2][c:3]1[cH:4][n:5][cH:6][cH:7][c:8]1-[c:9]1[c:10](=[O:16])[nH:11][c:12](=[O:15])[nH:13][cH:14]1.[K+:17].[K+:18].[O-:19][C:20]([O-:21])=[O:22].[O:37]=[CH:38][N:39]([CH3:40])[CH3:41]>>[F:2][c:3]1[cH:4][n:5][cH:6][cH:7][c:8]1-[c:9]1[c:10](=[O:16])[nH:11][c:12](=[O:15])[n:13]([CH2:24][CH2:25][CH:26]([O:27][CH3:28])[O:29][CH3:30])[cH:14]1. The reactants are COC(CCBr)OC, CCOC(C)=O, Cl, O=c1[nH]cc(-c2ccncc2F)c(=O)[nH]1, [K+], [K+], O=C([O-])[O-], CN(C)C=O. Reactants: O=C1CCC(=O)N1Br, O=C([O-])O, CN(C)C=O, [Na+], Nc1nccc(-c2ccco2)n1. The product is Nc1ncc(Br)c(-c2ccco2)n1. RXN SMILES: [Br:13][N:14]1[C:15](=[O:16])[CH2:17][CH2:18][C:19]1=[O:20].[C:26](=[O:27])([OH:28])[O-:29].[CH3:21][N:22]([CH3:23])[CH:24]=[O:25].[Na+:30].[o:1]1[c:2](-[c:6]2[n:7][c:8]([NH2:12])[n:9][cH:10][cH:11]2)[cH:3][cH:4][cH:5]1>>[o:1]1[c:2](-[c:6]2[n:7][c:8]([NH2:12])[n:9][cH:10][c:11]2[Br:13])[cH:3][cH:4][cH:5]1. Reactants: COC(C(=O)OC)OC (methyl dimethoxyacetate), C(C)(=O)Cl (acetyl chloride), C1(=CC=CC=C1)P(C1=CC=CC=C1)C1=CC=CC=C1 (triphenylphosphine). The reagents and catalysts are II (diiodine). Conditions: temperature 55 celsius, time 16 hour. Product: [Cl-].COC(C(=O)OC)[P+](C1=CC=CC=C1)(C1=CC=CC=C1)C1=CC=CC=C1 ((methoxy(methoxycarbonyl)methyl)triphenylphosphonium chloride). The yield is 93.9%. As a reaction SMILES: [CH3:1][O:2][CH:3](OC)[C:4]([O:6][CH3:7])=[O:5].C([Cl:13])(=O)C.[C:14]1([P:20]([C:27]2[CH:32]=[CH:31][CH:30]=[CH:29][CH:28]=2)[C:21]2[CH:26]=[CH:25][CH:24]=[CH:23][CH:22]=2)[CH:19]=[CH:18][CH:17]=[CH:16][CH:15]=1>II>[Cl-:13].[CH3:1][O:2][CH:3]([P+:20]([C:21]1[CH:22]=[CH:23][CH:24]=[CH:25][CH:26]=1)([C:27]1[CH:32]=[CH:31][CH:30]=[CH:29][CH:28]=1)[C:14]1[CH:15]=[CH:16][CH:17]=[CH:18][CH:19]=1)[C:4]([O:6][CH3:7])=[O:5] |f:4.5|. Procedure: 25 g (0.186 mol) of methyl dimethoxyacetate are added to 27 ml (0.215 mol) of acetyl chloride at ambient temperature. 0.1 g (0.2 mol %) of diiodine are added and then the reaction mixture is stirred at 55° C. for 16 hours. The excess acetyl chloride is evaporated under vacuum and then the residue is dissolved in 100 ml of dichloromethane. 49 g (0.204 mol) of triphenylphosphine are added and then the reaction mixture is stirred at 37° C. for 3 hours. The solvents are evaporated and then the resid... The reactants are [Br-], COc1ccc(CN(Cc2ccc(OC)cc2)c2nc(C)nc(-c3cc(C=O)cnc3Nc3ccc(OC)nc3)n2)cc1, CN(C)S(=O)(=O)c1ccc([Mg+])cc1. Product: COc1ccc(CN(Cc2ccc(OC)cc2)c2nc(C)nc(-c3cc(C(O)c4ccc(S(=O)(=O)N(C)C)cc4)cnc3Nc3ccc(OC)nc3)n2)cc1. Reaction SMILES: [Br-:1].[CH3:15][O:16][c:17]1[cH:18][cH:19][c:20]([CH2:21][N:22]([c:23]2[n:24][c:25](-[c:30]3[c:31]([NH:38][c:39]4[cH:40][n:41][c:42]([O:45][CH3:46])[cH:43][cH:44]4)[n:32][cH:33][c:34]([CH:35]=[O:36])[cH:37]3)[n:26][c:27]([CH3:29])[n:28]2)[CH2:47][c:48]2[cH:49][cH:50][c:51]([O:54][CH3:55])[cH:52][cH:53]2)[cH:56][cH:57]1.[CH3:2][N:3]([S:4](=[O:5])(=[O:6])[c:7]1[cH:8][cH:9][c:10]([Mg+:13])[cH:11][cH:12]1)[CH3:14]>>[CH3:2][N:3]([S:4](=[O:5])(=[O:6])[c:7]1[cH:8][cH:9][c:10]([CH:35]([c:34]2[cH:33][n:32][c:31]([NH:38][c:39]3[cH:40][n:41][c:42]([O:45][CH3:46])[cH:43][cH:44]3)[c:30](-[c:25]3[n:24][c:23]([N:22]([CH2:21][c:20]4[cH:19][cH:18][c:17]([O:16][CH3:15])[cH:57][cH:56]4)[CH2:47][c:48]4[cH:49][cH:50][c:51]([O:54][CH3:55])[cH:52][cH:53]4)[n:28][c:27]([CH3:29])[n:26]3)[cH:37]2)[OH:36])[cH:11][cH:12]1)[CH3:14]. Starting materials: FC1=CC=CC=2N=C(SC21)C(CC(C(F)(F)F)=O)=O (1-(7-fluorobenzothiazol-2-yl)-4,4,4-trifluorobutane-1,3-dione), Cl.CS(=O)(=O)C1=CC=C(C=C1)NN (4-methylsulfonylphenylhydrazine hydrochloride). Product: FC1=CC=CC=2N=C(SC21)C2=CC(=NN2C2=CC=C(C=C2)S(=O)(=O)C)C(F)(F)F (7-fluoro-2-[1-(4-methylsulfonylphenyl)-3-trifluoromethyl-1H-pyrazol-5-yl]benzothiazole). Isolated yield 38.0%. RXN SMILES: [F:1][C:2]1[C:10]2[S:9][C:8]([C:11](=O)[CH2:12][C:13](=O)[C:14]([F:17])([F:16])[F:15])=[N:7][C:6]=2[CH:5]=[CH:4][CH:3]=1.Cl.[CH3:21][S:22]([C:25]1[CH:30]=[CH:29][C:28]([NH:31][NH2:32])=[CH:27][CH:26]=1)(=[O:24])=[O:23]>>[F:1][C:2]1[C:10]2[S:9][C:8]([C:11]3[N:31]([C:28]4[CH:27]=[CH:26][C:25]([S:22]([CH3:21])(=[O:24])=[O:23])=[CH:30][CH:29]=4)[N:32]=[C:13]([C:14]([F:17])([F:16])[F:15])[CH:12]=3)=[N:7][C:6]=2[CH:5]=[CH:4][CH:3]=1 |f:1.2|. Procedure: The procedure of Example 9 was repeated using 1-(7-fluorobenzothiazol-2-yl)-4,4,4-trifluorobutane-1,3-dione and 4-methylsulfonylphenylhydrazine hydrochloride as the starting materials to obtain 7-fluoro-2-[1-(4-methylsulfonylphenyl)-3-trifluoromethyl-1H-pyrazol-5-yl]benzothiazole (yield, 38%). Starting materials: FC=1C=C(C=CC1C)C=1C=C(C(N(N1)CC(C)C)=O)C(=O)OC (6-(3-fluoro-4-methylphenyl)-2-isobutyl-4-methoxycarbonyl-2H-pyridazin-3-one), COC(=O)C=1C(NN=C(C1)C1=CC=CC=C1)=O (4-methoxycarbonyl-6-phenyl-2H-pyridazin-3-one). Product: C(C(C)C)N1N=C(C=C(C1=O)C(=O)OC)C1=CC=CC=C1 (2-isobutyl-4-methoxycarbonyl-6-phenyl-2H-pyridazin-3-one). Yield: 94.1%. Reaction SMILES: F[C:2]1[CH:3]=[C:4]([C:9]2[CH:10]=[C:11]([C:20]([O:22][CH3:23])=[O:21])[C:12](=[O:19])[N:13]([CH2:15][CH:16]([CH3:18])[CH3:17])[N:14]=2)[CH:5]=[CH:6][C:7]=1C.COC(C1C(=O)NN=C(C2C=CC=CC=2)C=1)=O>>[CH2:15]([N:13]1[C:12](=[O:19])[C:11]([C:20]([O:22][CH3:23])=[O:21])=[CH:10][C:9]([C:4]2[CH:3]=[CH:2][CH:7]=[CH:6][CH:5]=2)=[N:14]1)[CH:16]([CH3:18])[CH3:17]. Procedure: Following the procedure of Example 1 (6), 4-methoxycarbonyl-6-phenyl-2H-pyridazin-3-one was reacted to yield the title compound as a yellow oil (yield: 94.1%).